This data is from the Open Reaction Database (ORD), a public repository of structured organic reaction records. The task is: describe an organic reaction: reactants, conditions, products, and yield Reactants: C(C1=CC=CC=C1)ON1[C@@H]2CC[C@H](N(C1=O)C2)C(=O)O ((2S,5R)-6-(benzyloxy)-7-oxo-1,6-diazabicyclo[3.2.1]octane-2-carboxylic acid), NN1CCN(CC1)C(=O)OC(C)(C)C (tert-butyl 4-aminopiperazine-1-carboxylate), ON1N=NC2=C1C=CC=C2 (1-hydroxybenzotriazole), Cl.C(C)N=C=NCCCN(C)C (1-ethyl-(3-dimethylaminopropyl)carbodiimide hydrochloride). Reagents/catalysts: CN(C1=CC=NC=C1)C (4-dimethylaminopyridine). The solvent is C(Cl)Cl (DCM). Reaction conditions: time 8 hour. Product: C(C1=CC=CC=C1)ON1[C@@H]2CC[C@H](N(C1=O)C2)C(=O)NN2CCN(CC2)C(=O)OC(C)(C)C (tert-butyl 4-({[(2S,5R)-6-(benzyloxy)-7-oxo-1,6-diazabicyclo[3.2.1]oct-2-yl]carbonyl}amino)piperazine-1-carboxylate). Isolated yield 88.5%. RXN SMILES: [CH2:1]([O:8][N:9]1[C:15](=[O:16])[N:14]2[CH2:17][C@H:10]1[CH2:11][CH2:12][C@H:13]2[C:18]([OH:20])=O)[C:2]1[CH:7]=[CH:6][CH:5]=[CH:4][CH:3]=1.[NH2:21][N:22]1[CH2:27][CH2:26][N:25]([C:28]([O:30][C:31]([CH3:34])([CH3:33])[CH3:32])=[O:29])[CH2:24][CH2:23]1.ON1C2C=CC=CC=2N=N1.Cl.C(N=C=NCCCN(C)C)C>C(Cl)Cl.CN(C)C1C=CN=CC=1>[CH2:1]([O:8][N:9]1[C:15](=[O:16])[N:14]2[CH2:17][C@H:10]1[CH2:11][CH2:12][C@H:13]2[C:18]([NH:21][N:22]1[CH2:23][CH2:24][N:25]([C:28]([O:30][C:31]([CH3:34])([CH3:33])[CH3:32])=[O:29])[CH2:26][CH2:27]1)=[O:20])[C:2]1[CH:3]=[CH:4][CH:5]=[CH:6][CH:7]=1 |f:3.4|. Reported procedure: To a solution of (2S,5R)-6-(benzyloxy)-7-oxo-1,6-diazabicyclo[3.2.1]octane-2-carboxylic acid 1 (0.17 g, 0.615 mmol) in dry DCM (10 mL) were added tert-butyl 4-aminopiperazine-1-carboxylate 205 (0.19 g, 0.923 mmol), 1-hydroxybenzotriazole (0.125 g, 0.923 mmol), 1-ethyl-(3-dimethylaminopropyl)carbodiimide hydrochloride (0.177 g, 0.923 mmol) and 4-dimethylaminopyridine (0.113 g, 0.923 mmol) at room temperature. The reaction mixture was stirred at room temperature overnight, and then concentrated un... Reactants: C(#N)C(C(=O)OCC)C1=CC=C(C=C1)CO[Si](C(C)C)(C(C)C)C(C)C (ethyl 2-cyano-2-(4-((triisopropylsilyloxy)methyl)phenyl)acetate), CoCl2.6H2O, [BH4-].[Na+] (NaBH4). Solvent: C1CCOC1 (THF). Run at temperature 0 celsius, time 4 hour. The product is NCC(C(=O)OCC)C1=CC=C(C=C1)CO[Si](C(C)C)(C(C)C)C(C)C (ethyl 3-amino-2-(4-((triisopropylsilyloxy)methyl)phenyl)propanoate). RXN SMILES: [C:1]([CH:3]([C:9]1[CH:14]=[CH:13][C:12]([CH2:15][O:16][Si:17]([CH:24]([CH3:26])[CH3:25])([CH:21]([CH3:23])[CH3:22])[CH:18]([CH3:20])[CH3:19])=[CH:11][CH:10]=1)[C:4]([O:6][CH2:7][CH3:8])=[O:5])#[N:2].[BH4-].[Na+]>C1COCC1>[NH2:2][CH2:1][CH:3]([C:9]1[CH:10]=[CH:11][C:12]([CH2:15][O:16][Si:17]([CH:24]([CH3:25])[CH3:26])([CH:18]([CH3:20])[CH3:19])[CH:21]([CH3:22])[CH3:23])=[CH:13][CH:14]=1)[C:4]([O:6][CH2:7][CH3:8])=[O:5] |f:1.2|. Procedure details: To a suspension of CoCl2.6H2O in THF was added ethyl 2-cyano-2-(4-((triisopropylsilyloxy)methyl)phenyl)acetate (E200). The mixture was cooled to 0° C. and NaBH4 was added to the mixture in several portions over 30 min. The mixture was stirred at room temperature for 4 h. The reaction was quenched with water. The mixture was filtered and the filtrate extracted twice with ether. The organics were dried (MgSO4), filtered, and evaporated. Column chromatography (SiO2, DCM:EtOH=50:1) gave pure ethyl 3...